This data is from the Open Reaction Database (ORD), a public repository of structured organic reaction records. The task is: describe an organic reaction: reactants, conditions, products, and yield Procedure details: 2-(acetylamino)-4-(1-naphthyloxy)-1-butanol acetate, described in Example 5, with methyl iodide, followed by reduction, gives 1-methoxy-N-ethyl-N-methyl-4-(1-naphthyloxy)-2-butanamine, and Product: COCC(CCOC1=CC=CC2=CC=CC=C12)N(C)CC (1-methoxy-N-ethyl-N-methyl-4-(1-naphthyloxy)-2-butanamine). RXN SMILES: [C:1]([O:4][CH2:5][CH:6]([NH:20][C:21](=O)[CH3:22])[CH2:7][CH2:8][O:9][C:10]1[C:19]2[C:14](=[CH:15][CH:16]=[CH:17][CH:18]=2)[CH:13]=[CH:12][CH:11]=1)(=O)C.[CH3:24]I>>[CH3:1][O:4][CH2:5][CH:6]([N:20]([CH2:21][CH3:22])[CH3:24])[CH2:7][CH2:8][O:9][C:10]1[C:19]2[C:14](=[CH:15][CH:16]=[CH:17][CH:18]=2)[CH:13]=[CH:12][CH:11]=1. Reactants: C(C)(=O)OCC(CCOC1=CC=CC2=CC=CC=C12)NC(C)=O (2-(acetylamino)-4-(1-naphthyloxy)-1-butanol acetate), CI (methyl iodide). The reactants are Br (hydrogen bromide), CN(C)C(C1CCN(CC1)C(=O)OCC1=CC=CC=C1)C1=CC=CC=C1 (benzyl 4-((dimethylamino)(phenyl)methyl)piperidine-1-carboxylate). Solvent: C(C)(=O)O (acetic acid), C(C)(=O)O (acetic acid). Conditions: time 1.5 hour. Yields the product CN(C(C1CCNCC1)C1=CC=CC=C1)C (N,N-Dimethyl-1-phenyl-1-(piperidin-4-yl)methanamine). RXN SMILES: Br.[CH3:2][N:3]([CH:5]([C:22]1[CH:27]=[CH:26][CH:25]=[CH:24][CH:23]=1)[CH:6]1[CH2:11][CH2:10][N:9](C(OCC2C=CC=CC=2)=O)[CH2:8][CH2:7]1)[CH3:4]>C(O)(=O)C>[CH3:2][N:3]([CH3:4])[CH:5]([C:22]1[CH:27]=[CH:26][CH:25]=[CH:24][CH:23]=1)[CH:6]1[CH2:7][CH2:8][NH:9][CH2:10][CH2:11]1. Reported procedure: 33% hydrogen bromide in glacial acetic acid (20 ml) was added to a solution of benzyl 4-((dimethylamino)(phenyl)methyl)piperidine-1-carboxylate (2.32 g, 6.58 mmol) in glacial acetic acid (20 ml), and stirring was carried out for 1.5 h at room temperature. A solid was precipitated by addition of diethyl ether. The supernatant solution was decanted off; diethyl ether was added repeatedly to the residue, and the supernatant solution was decanted off again each time. The residue was dried in vacuo a... Reactants: COC(=O)[C@H]1N(C[C@@H](C1)S(=O)(=O)CC1CC1)C=1N(N=C(C1)C)C1=CC=C(C=C1)C(F)(F)F ((2S,4R)-4-cyclopropylmethanesulfonyl-1-[5-methyl-2-(4-trifluoromethyl-phenyl)-2H-pyrazol-3-yl]-pyrrolidine-2-carboxylic acid methyl ester), [OH-].[Li+] (lithium hydroxide). The product is C1(CC1)CS(=O)(=O)[C@@H]1C[C@H](N(C1)C=1N(N=C(C1)C)C1=CC=C(C=C1)C(F)(F)F)C(=O)O ((2S,4R)-4-Cyclopropylmethanesulfonyl-1-[5-methyl-2-(4-trifluoromethyl-phenyl)-2H-pyrazol-3-yl]-pyrrolidine-2-carboxylic acid). As a reaction SMILES: C[O:2][C:3]([C@@H:5]1[CH2:9][C@@H:8]([S:10]([CH2:13][CH:14]2[CH2:16][CH2:15]2)(=[O:12])=[O:11])[CH2:7][N:6]1[C:17]1[N:18]([C:23]2[CH:28]=[CH:27][C:26]([C:29]([F:32])([F:31])[F:30])=[CH:25][CH:24]=2)[N:19]=[C:20]([CH3:22])[CH:21]=1)=[O:4].[OH-].[Li+]>>[CH:14]1([CH2:13][S:10]([C@H:8]2[CH2:7][N:6]([C:17]3[N:18]([C:23]4[CH:28]=[CH:27][C:26]([C:29]([F:32])([F:30])[F:31])=[CH:25][CH:24]=4)[N:19]=[C:20]([CH3:22])[CH:21]=3)[C@H:5]([C:3]([OH:4])=[O:2])[CH2:9]2)(=[O:11])=[O:12])[CH2:16][CH2:15]1 |f:1.2|. Procedure: In analogy to the procedure described in example 253e, (2S,4R)-4-cyclopropylmethanesulfonyl-1-[5-methyl-2-(4-trifluoromethyl-phenyl)-2H-pyrazol-3-yl]-pyrrolidine-2-carboxylic acid methyl ester was saponified in the presence of lithium hydroxide to give the title compound as off-white solid which was used in the next step without further purification. MS (ESI): m/z=458.0 [M+H]+. The reactants are C1(CCCCC1)C1=CC2=C(N=C(N=C2CNC2CCCCCC2)C)S1 (N-[(6-cyclohexyl-2-methylthieno[2,3-d]pyrimidin-4-yl)methyl]cycloheptaneamine), CC#N (CH3CN), CI (CH3I), CCN(C(C)C)C(C)C (DIPEA). The solvent is O (water). Reaction conditions: time 15 hour. Product: C1(CCCCC1)C1=CC2=C(N=C(N=C2CN(C2CCCCCC2)C)C)S1 (N-[(6-cyclohexyl-2-methylthieno[2,3-d]pyrimidin-4-yl)methyl]-N-methylcycloheptaneamine). As a reaction SMILES: [CH:1]1([C:7]2[S:25][C:10]3[N:11]=[C:12]([CH3:24])[N:13]=[C:14]([CH2:15][NH:16][CH:17]4[CH2:23][CH2:22][CH2:21][CH2:20][CH2:19][CH2:18]4)[C:9]=3[CH:8]=2)[CH2:6][CH2:5][CH2:4][CH2:3][CH2:2]1.[CH3:26]C#N.CI.CCN(C(C)C)C(C)C>O>[CH:1]1([C:7]2[S:25][C:10]3[N:11]=[C:12]([CH3:24])[N:13]=[C:14]([CH2:15][N:16]([CH3:26])[CH:17]4[CH2:18][CH2:19][CH2:20][CH2:21][CH2:22][CH2:23]4)[C:9]=3[CH:8]=2)[CH2:2][CH2:3][CH2:4][CH2:5][CH2:6]1. Procedure details: To a mixture of N-[(6-cyclohexyl-2-methylthieno[2,3-d]pyrimidin-4-yl)methyl]cycloheptaneamine (132 mg) and CH3CN (3 mL) were added CH3I (100 μL) and DIPEA (200 μL), followed by stirring at room temperature for 15 hours. To the reaction mixture was added water, followed by extraction with EtOAc. The organic layer was dried over MgSO4 and then concentrated under reduced pressure. The residue was purified by silica gel column (hexane/EtOAc) to obtain N-[(6-cyclohexyl-2-methylthieno[2,3-d]pyrimidin-... The reactants are CC(C)(C)N, Cc1ccc(S(=O)(=O)Cl)cc1[N+](=O)[O-], ClC(Cl)Cl, Cl. Yields the product Cc1ccc(S(=O)(=O)NC(C)(C)C)cc1[N+](=O)[O-]. Reaction SMILES: [CH3:15][C:16]([CH3:17])([CH3:18])[NH2:19].[CH3:1][c:2]1[c:3]([N+:12](=[O:13])[O-:14])[cH:4][c:5]([S:8](=[O:9])(=[O:10])[Cl:11])[cH:6][cH:7]1.[CH:21]([Cl:22])([Cl:23])[Cl:24].[ClH:20]>>[CH3:1][c:2]1[c:3]([N+:12](=[O:13])[O-:14])[cH:4][c:5]([S:8](=[O:9])(=[O:10])[NH:19][C:16]([CH3:15])([CH3:17])[CH3:18])[cH:6][cH:7]1. The reactants are CCOCC, COC(=O)C(=O)c1ccc(OCCOc2ccc(Cl)cc2)cc1, CCCCCC, CO, [Na+], [OH-]. Product: O=C(O)C(=O)c1ccc(OCCOc2ccc(Cl)cc2)cc1. Reaction SMILES: [CH2:30]([O:31][CH2:32][CH3:33])[CH3:34].[CH3:1][O:2][C:3]([C:4]([c:5]1[cH:6][cH:7][c:8]([O:11][CH2:12][CH2:13][O:14][c:15]2[cH:16][cH:17][c:18]([Cl:21])[cH:19][cH:20]2)[cH:9][cH:10]1)=[O:22])=[O:23].[CH3:24][CH2:25][CH2:26][CH2:27][CH2:28][CH3:29].[CH3:35][OH:36].[Na+:38].[OH-:37]>>[O:2]=[C:3]([C:4]([c:5]1[cH:6][cH:7][c:8]([O:11][CH2:12][CH2:13][O:14][c:15]2[cH:16][cH:17][c:18]([Cl:21])[cH:19][cH:20]2)[cH:9][cH:10]1)=[O:22])[OH:23]. The reactants are C[Si](OC(C#C)C(CCCC)(C)C)(C)C (3-trimethylsilyloxy-4,4-dimethyl-1-octyne), OC(C#C)C(CCCC)(C)C (3-hydroxy-4,4-dimethyl-1-octyne), C(C)[Si](OC(C#C)CCCCC)(CC)CC (3-triethylsilyloxy-1-octyne), N(=NC(C#N)(C)C)C(C#N)(C)C (azobisisobutyronitrile), C(CCC)[SnH](CCCC)CCCC (tri-n-butylstannane). Conditions: temperature 130 celsius, time 2 hour. Yields the product C(CCC)[Sn](\C=C/C(C(CCCC)(C)C)O[Si](C)(C)C)(CCCC)CCCC (Z-1-tri-n-butylstannyl-3-trimethylsilyloxy-4,4-dimethyl-1-octene). As a reaction SMILES: [CH3:1][Si:2]([CH3:15])([CH3:14])[O:3][CH:4]([C:7]([CH3:13])([CH3:12])[CH2:8][CH2:9][CH2:10][CH3:11])[C:5]#[CH:6].OC(C(C)(C)CCCC)C#C.C([Si](CC)(CC)OC(CCCCC)C#C)C.N(C(C)(C)C#N)=NC(C)(C)C#N.[CH2:55]([SnH:59]([CH2:64][CH2:65][CH2:66][CH3:67])[CH2:60][CH2:61][CH2:62][CH3:63])[CH2:56][CH2:57][CH3:58]>>[CH2:64]([Sn:59]([CH2:55][CH2:56][CH2:57][CH3:58])([CH2:60][CH2:61][CH2:62][CH3:63])/[CH:6]=[CH:5]\[CH:4]([O:3][Si:2]([CH3:14])([CH3:15])[CH3:1])[C:7]([CH3:13])([CH3:12])[CH2:8][CH2:9][CH2:10][CH3:11])[CH2:65][CH2:66][CH3:67]. Procedure details: A mixture of 2 g (8.83 mmole) of 3-trimethylsilyloxy-4,4-dimethyl-1-octyne [prepared from 3-hydroxy-4,4-dimethyl-1-octyne U.S. Pat. No. 4,007,210 and chlorotrimethylsilane (Method of Example 1)], 10 mg of azobisisobutyronitrile and 2.09 ml (7.9 mM) of tri-n-butylstannane is stirred in an oil bath under argon atmosphere at ambient temperature and then the temperature is gradually raised to 130° C. The resulting solution is stirred at 130°-135° C. for 2 hours, then cooled to furnish Z-1-tri-n-buty...